From a dataset of the Open Reaction Database (ORD), a public repository of structured organic reaction records. describe an organic reaction: reactants, conditions, products, and yield Yields the product O=C(O)c1cc(I)c(Cl)cc1Cl. As a reaction SMILES: [I+2:1]([O-:2])([O-:3])[O-:4].[I:6].[Na+:5].[OH2:23].[OH:12][C:13](=[O:14])[c:15]1[cH:16][cH:17][c:18]([Cl:19])[cH:20][c:21]1[Cl:22].[S:7](=[O:8])(=[O:9])([OH:10])[OH:11]>>[I:1][c:17]1[cH:16][c:15]([C:13]([OH:12])=[O:14])[c:21]([Cl:22])[cH:20][c:18]1[Cl:19]. Reactants: [O-][I+2]([O-])[O-], I, [Na+], O, O=C(O)c1ccc(Cl)cc1Cl, O=S(=O)(O)O. Starting materials: ClC1=CC(=C(CNC(C(F)(F)F)=O)C=C1C1=NN(C(N1)=O)C1=CC=C(C=C1)C(F)(F)F)OC (N-(4-chloro-5-(1-(4-(trifluoromethyl)phenyl)-4,5-dihydro-5-oxo-1H-1,2,4-triazol-3-yl)-2-methoxybenzyl)-2,2,2-trifluoroacetamide), O (water), [OH-].[K+] (KOH). Run in C1CCOC1 (THF). Product: NCC=1C(=CC(=C(C1)C=1NC(N(N1)C1=CC=C(C=C1)C(F)(F)F)=O)Cl)OC (5-(5-(aminomethyl)-2-chloro-4-methoxyphenyl)-2-(4-(trifluoromethyl)phenyl)-2H-1,2,4-triazol-3(4H)-one). Yield: 93.1%. As a reaction SMILES: [Cl:1][C:2]1[C:15]([C:16]2[NH:20][C:19](=[O:21])[N:18]([C:22]3[CH:27]=[CH:26][C:25]([C:28]([F:31])([F:30])[F:29])=[CH:24][CH:23]=3)[N:17]=2)=[CH:14][C:5]([CH2:6][NH:7]C(=O)C(F)(F)F)=[C:4]([O:32][CH3:33])[CH:3]=1.O.[OH-].[K+]>C1COCC1>[NH2:7][CH2:6][C:5]1[C:4]([O:32][CH3:33])=[CH:3][C:2]([Cl:1])=[C:15]([C:16]2[NH:20][C:19](=[O:21])[N:18]([C:22]3[CH:23]=[CH:24][C:25]([C:28]([F:31])([F:29])[F:30])=[CH:26][CH:27]=3)[N:17]=2)[CH:14]=1 |f:2.3|. Procedure details: The title compound was prepared according to the procedure described in Intermediate-66 by using N-(4-chloro-5-(1-(4-(trifluoromethyl)phenyl)-4,5-dihydro-5-oxo-1H-1,2,4-triazol-3-yl)-2-methoxybenzyl)-2,2,2-trifluoroacetamide (0.200 g), water (5 mL), KOH (0.200 g) and THF (10.0 mL) to afford 0.150 g of the desired product. The reactants are C1CCOC1, CCc1ccc(F)cc1, [Li]CCCC. Product: CCc1ccc(F)c(O)c1. As a reaction SMILES: [CH2:15]1[CH2:18][CH2:17][CH2:16][O:19]1.[CH2:1]([CH3:2])[c:3]1[cH:4][cH:5][c:6]([F:9])[cH:7][cH:8]1.[CH3:10][CH2:11][CH2:12][CH2:13][Li:14]>>[CH2:1]([CH3:2])[c:3]1[cH:4][cH:5][c:6]([F:9])[c:7]([OH:19])[cH:8]1. The reactants are CC1(CNC(O1)=O)C1=CC(=C(C=C1)OC)OCC1CC1 (5-methyl-5-(3-cyclopropylmethoxy-4-methoxyphenyl)-2-oxazolidinone), [H-].[Na+] (sodium hydride), benzyl bromide,for. The solvent is CN(C=O)C (dimethylformamide). The product is CC1(CN(C(O1)=O)CC1=CC=CC=C1)C1=CC(=C(C=C1)OC)OCC1CC1 (5-methyl-5-(3-cyclopropylmethoxy-4-methoxyphenyl)-3-benzyl-2-oxazolidinone). Isolated yield 105.2%. Reaction SMILES: [CH3:1][C:2]1([C:8]2[CH:13]=[CH:12][C:11]([O:14][CH3:15])=[C:10]([O:16][CH2:17][CH:18]3[CH2:20][CH2:19]3)[CH:9]=2)[O:6][C:5](=[O:7])[NH:4][CH2:3]1.[H-].[Na+]>CN(C)C=O>[CH3:1][C:2]1([C:8]2[CH:13]=[CH:12][C:11]([O:14][CH3:15])=[C:10]([O:16][CH2:17][CH:18]3[CH2:20][CH2:19]3)[CH:9]=2)[O:6][C:5](=[O:7])[N:4]([CH2:2][C:8]2[CH:13]=[CH:12][CH:11]=[CH:10][CH:9]=2)[CH2:3]1 |f:1.2|. Reported procedure: 500 mg (1.8 mmol) of 5-methyl-5-(3-cyclopropylmethoxy-4-methoxyphenyl)-2-oxazolidinone was first agitated with 75 mg (3.1 mmol) of sodium hydride in 17 ml of dimethylformamide for 30 minutes and, after adding 0.32 ml (2.7 mmol) of benzyl bromide,for 2 hours at room temperature. The procedure was continued analogously to Example 10, thus obtaining 348 mg of 5-methyl-5-(3-cyclopropylmethoxy-4-methoxyphenyl)-3-benzyl-2-oxazolidinone as an oil. Reactants: C[Si](C)(C)c1cc(CCC=O)co1, C1CCOC1, O=CC=P(c1ccccc1)(c1ccccc1)c1ccccc1. Product: C[Si](C)(C)c1cc(CCC=CC=O)co1. As a reaction SMILES: [CH3:1][Si:2]([c:3]1[o:4][cH:5][c:6]([CH2:8][CH2:9][CH:10]=[O:11])[cH:7]1)([CH3:12])[CH3:13].[O:36]1[CH2:37][CH2:38][CH2:39][CH2:40]1.[c:14]1([P:15]([c:16]2[cH:17][cH:18][cH:19][cH:20][cH:21]2)([c:22]2[cH:23][cH:24][cH:25][cH:26][cH:27]2)=[CH:33][CH:34]=[O:35])[cH:28][cH:29][cH:30][cH:31][cH:32]1>>[CH3:1][Si:2]([c:3]1[o:4][cH:5][c:6]([CH2:8][CH2:9][CH:10]=[CH:33][CH:34]=[O:35])[cH:7]1)([CH3:12])[CH3:13]. Starting materials: FC=1C=C(C=CC1C1=NN(C=N1)COCC[Si](C)(C)C)C=1C=NN2C1N=C(C=C2)N2C(OC[C@@H]2C2=CC=CC=C2)=O ((S)-3-(3-(3-fluoro-4-(1-((2-(trimethylsilyl)ethoxy)methyl)-1H-1,2,4-triazol-3-yl)phenyl)pyrazolo[1,5-a]pyrimidin-5-yl)-4-phenyloxazolidin-2-one). Solvent: C(=O)(C(F)(F)F)O (TFA). Conditions: time 2 hour. Product: FC=1C=C(C=CC1C1=NNC=N1)C=1C=NN2C1N=C(C=C2)N2C(OC[C@@H]2C2=CC=CC=C2)=O ((S)-3-(3-(3-fluoro-4-(1H-1,2,4-triazol-3-yl)phenyl)pyrazolo[1,5-a]pyrimidin-5-yl)-4-phenyloxazolidin-2-one). Isolated yield 25.3%. Reaction SMILES: [F:1][C:2]1[CH:3]=[C:4]([C:21]2[CH:22]=[N:23][N:24]3[CH:29]=[CH:28][C:27]([N:30]4[C@@H:34]([C:35]5[CH:40]=[CH:39][CH:38]=[CH:37][CH:36]=5)[CH2:33][O:32][C:31]4=[O:41])=[N:26][C:25]=23)[CH:5]=[CH:6][C:7]=1[C:8]1[N:12]=[CH:11][N:10](COCC[Si](C)(C)C)[N:9]=1>C(O)(C(F)(F)F)=O>[F:1][C:2]1[CH:3]=[C:4]([C:21]2[CH:22]=[N:23][N:24]3[CH:29]=[CH:28][C:27]([N:30]4[C@@H:34]([C:35]5[CH:40]=[CH:39][CH:38]=[CH:37][CH:36]=5)[CH2:33][O:32][C:31]4=[O:41])=[N:26][C:25]=23)[CH:5]=[CH:6][C:7]=1[C:8]1[N:12]=[CH:11][NH:10][N:9]=1. Reported procedure: To the solid (S)-3-(3-(3-fluoro-4-(1-((2-(trimethylsilyl)ethoxy)methyl)-1H-1,2,4-triazol-3-yl)phenyl)pyrazolo[1,5-a]pyrimidin-5-yl)-4-phenyloxazolidin-2-one (0.30 g, 0.525 mmol) was added TFA (10 mL) and the reaction stirred for 2 hours at ambient temperature. The reaction was concentrated in vacuo and the material was slurried in water (5 mL) with acetonitrile/methanol (10 mL, 1:1) and stirred for 3 hours. The slurry was filtered and the solids were dried in vacuo. The solids were then taken up...